Dataset: the Open Reaction Database (ORD), a public repository of structured organic reaction records. Task: describe an organic reaction: reactants, conditions, products, and yield Reactants: COc1cc(O)ccc1Br, CC(=O)[O-], ClCCl, OB(O)c1ccccc1. Product: COc1cc(Oc2ccccc2)ccc1Br. Reaction SMILES: [Br:1][c:2]1[c:3]([O:9][CH3:10])[cH:4][c:5]([OH:8])[cH:6][cH:7]1.[CH3:20][C:21](=[O:22])[O-:23].[Cl:24][CH2:25][Cl:26].[OH:11][B:12]([OH:13])[c:14]1[cH:15][cH:16][cH:17][cH:18][cH:19]1>>[Br:1][c:2]1[c:3]([O:9][CH3:10])[cH:4][c:5]([O:8][c:14]2[cH:15][cH:16][cH:17][cH:18][cH:19]2)[cH:6][cH:7]1. The reactants are CC(C)([O-])C.[Na+] (sodium tert-butoxide), [Cl-].[NH4+] (ammonium chloride), C(C)(C)(C)C1=C(OC2=NC=CC=C2I)C=CC=C1 (2-(2-tert-butylphenoxy)-3-iodopyridine), C(C)(C)[Si](N1C=CC2=CC(=CN=C12)N)(C(C)C)C(C)C (N-triisopropylsilyl 5-amino-7-azaindole). The reagents and catalysts are C1=CC=C(C=C1)P([C-]2C=CC=C2)C3=CC=CC=C3.C1=CC=C(C=C1)P([C-]2C=CC=C2)C3=CC=CC=C3.[Fe+2] (dppf), C=1C=CC(=CC1)/C=C/C(=O)/C=C/C2=CC=CC=C2.C=1C=CC(=CC1)/C=C/C(=O)/C=C/C2=CC=CC=C2.C=1C=CC(=CC1)/C=C/C(=O)/C=C/C2=CC=CC=C2.[Pd].[Pd] (Pd2(dba)3). Solvent: C1(=CC=CC=C1)C (toluene). Yields the product C(C)(C)(C)C1=C(OC2=NC=CC=C2NC=2C=C3C(=NC2)N(C=C3)[Si](C(C)C)(C(C)C)C(C)C)C=CC=C1 (N-(2-(2-tert-Butylphenoxy)pyridine-3-yl)-1-(triisopropylsilyl)-1H-pyrrolo[2,3-b]pyridine-5-amine). RXN SMILES: [C:1]([C:5]1[CH:18]=[CH:17][CH:16]=[CH:15][C:6]=1[O:7][C:8]1[C:13](I)=[CH:12][CH:11]=[CH:10][N:9]=1)([CH3:4])([CH3:3])[CH3:2].[CH:19]([Si:22]([CH:36]([CH3:38])[CH3:37])([CH:33]([CH3:35])[CH3:34])[N:23]1[C:31]2[C:26](=[CH:27][C:28]([NH2:32])=[CH:29][N:30]=2)[CH:25]=[CH:24]1)([CH3:21])[CH3:20].CC(C)([O-])C.[Na+].[Cl-].[NH4+]>C1(C)C=CC=CC=1.C1C=CC(P(C2C=CC=CC=2)[C-]2C=CC=C2)=CC=1.C1C=CC(P(C2C=CC=CC=2)[C-]2C=CC=C2)=CC=1.[Fe+2].C1C=CC(/C=C/C(/C=C/C2C=CC=CC=2)=O)=CC=1.C1C=CC(/C=C/C(/C=C/C2C=CC=CC=2)=O)=CC=1.C1C=CC(/C=C/C(/C=C/C2C=CC=CC=2)=O)=CC=1.[Pd].[Pd]>[C:1]([C:5]1[CH:18]=[CH:17][CH:16]=[CH:15][C:6]=1[O:7][C:8]1[C:13]([NH:32][C:28]2[CH:27]=[C:26]3[CH:25]=[CH:24][N:23]([Si:22]([CH:33]([CH3:35])[CH3:34])([CH:36]([CH3:38])[CH3:37])[CH:19]([CH3:20])[CH3:21])[C:31]3=[N:30][CH:29]=2)=[CH:12][CH:11]=[CH:10][N:9]=1)([CH3:4])([CH3:3])[CH3:2] |f:2.3,4.5,7.8.9,10.11.12.13.14|. Procedure: A mixture of 2-(2-tert-butylphenoxy)-3-iodopyridine (prepared as above) (177 mg, 0.50 mmol), N-triisopropylsilyl 5-amino-7-azaindole (see Heureux, A. L. et al., Tetrahedron Lett. 2004, 45, 2317) (145 mg, 0.50 mmol), dppf (8.2 mg, 0.015 mmol), Pd2(dba)3 (9.1 mg, 0.010 mmol), sodium tert-butoxide (72 mg, 0.64 mmol) in toluene (8.0 mL) was heated in a seal tube at 110° C. for 16 h. The mixture was allowed to cool and saturated ammonium chloride (30 mL) was added and the mixture was extracted with e... Starting materials: C(C1=CC=CC=C1)N(C(C(=O)C1=CN(C2=CC=C(C=C12)Cl)C1=CC=C(C=C1)F)=O)C (N-benzyl-N-methyl-2-(5-chloro-1-(4-fluorophenyl)-3-1H-indolyl)-2-oxoacetamide), [H-].[Al+3].[Li+].[H-].[H-].[H-] (lithium aluminium hydride), O (water), [OH-].[Na+] (NaOH). The solvent is O1CCCC1 (tetrahydrofuran), O1CCCC1 (tetrahydrofuran). Run at temperature 0 celsius. Product: C(C1=CC=CC=C1)N(C)CCC1=CNC2=CC=C(C=C12)Cl (N-benzyl-N-methyl-2-(5-chloro-3-1H-indolyl)ethylamine). Yield: 92.3%. RXN SMILES: [CH2:1]([N:8]([CH3:30])[C:9](=O)[C:10]([C:12]1[C:20]2[C:15](=[CH:16][CH:17]=[C:18]([Cl:21])[CH:19]=2)[N:14](C2C=CC(F)=CC=2)[CH:13]=1)=O)[C:2]1[CH:7]=[CH:6][CH:5]=[CH:4][CH:3]=1.[H-].[Al+3].[Li+].[H-].[H-].[H-].O.[OH-].[Na+]>O1CCCC1>[CH2:1]([N:8]([CH2:9][CH2:10][C:12]1[C:20]2[C:15](=[CH:16][CH:17]=[C:18]([Cl:21])[CH:19]=2)[NH:14][CH:13]=1)[CH3:30])[C:2]1[CH:3]=[CH:4][CH:5]=[CH:6][CH:7]=1 |f:1.2.3.4.5.6,8.9|. Procedure details: To a solution of 5-chloroindole (20 g, 0.13 mol) in dry diethyl ether (200 mL) was added a solution of oxalylchloride (20 g, 0.16 mol) in dry diehtyl ether (200 mL) at 0°-5° C. After stirring for 0.5 h at 0°-5° C. was added a solution of benzylmethylamine (24 g, 0.20 mol) in dry diethyl ether at 0°-5° C. and triethylamine was slowly added to pH at 8-9. Water and ethyl acetate (500 mL) was added and the organic phase was washed with brine and dried (Na2SO4). Evaporation of the solvents afforded t... Starting materials: O1C(OCC1)CN1C(C=CC2=CN=CC=C12)=O (1-(1,3-dioxolan-2-ylmethyl)-1,6-naphthyridin-2(1H)-one), FC(C(=O)O)(F)F (trifluoroacetic acid). Solvent: O (water). Run at time 12 hour. The product is O=C1N(C2=CC=NC=C2C=C1)CC=O ((2-oxo-1,6-naphthyridin-1(2H)-yl)acetaldehyde). Reaction SMILES: [O:1]1CCO[CH:2]1[CH2:6][N:7]1[C:16]2[C:11](=[CH:12][N:13]=[CH:14][CH:15]=2)[CH:10]=[CH:9][C:8]1=[O:17].FC(F)(F)C(O)=O>O>[O:17]=[C:8]1[CH:9]=[CH:10][C:11]2[C:16](=[CH:15][CH:14]=[N:13][CH:12]=2)[N:7]1[CH2:6][CH:2]=[O:1]. Procedure details: To 0.60 g of 1-(1,3-dioxolan-2-ylmethyl)-1,6-naphthyridin-2(1H)-one, 6 mL of a 90% aqueous trifluoroacetic acid solution was added, and the mixture was stirred at room temperature for 12 hours. Thereto was added 1.0 mL of water, and the mixture was stirred for 1 hour, and stirred at 55 to 75° C. for 3 hours 30 minutes. The solvent was distilled off under reduced pressure, thereto were added a saturated aqueous sodium hydrogen carbonate solution and chloroform, and the mixture was stirred at room... Starting materials: F[B-](F)(F)F, CC(C)(C)c1ccc(CNCCc2cc(F)cc(F)c2)cc1, CCN(C(C)C)C(C)C, O=C(O)c1c(F)ccc2cc[nH]c12, CN(C)C=O, O, CN(C)C(On1nnc2ccccc21)=[N+](C)C. Yields the product CC(C)(C)c1ccc(CN(CCc2cc(F)cc(F)c2)C(=O)c2c(F)ccc3cc[nH]c23)cc1. Reaction SMILES: [B-:14]([F:15])([F:16])([F:17])[F:18].[C:45]([CH3:46])([CH3:47])([CH3:48])[c:49]1[cH:50][cH:51][c:52]([CH2:53][NH:54][CH2:55][CH2:56][c:57]2[cH:58][c:59]([F:64])[cH:60][c:61]([F:63])[cH:62]2)[cH:65][cH:66]1.[CH:36]([N:37]([CH2:38][CH3:39])[CH:40]([CH3:41])[CH3:42])([CH3:43])[CH3:44].[F:1][c:2]1[cH:3][cH:4][c:5]2[cH:6][cH:7][nH:8][c:9]2[c:10]1[C:11](=[O:12])[OH:13].[O:67]=[CH:68][N:69]([CH3:70])[CH3:71].[OH2:72].[n:19]1([O:20][C:21]([N:22]([CH3:23])[CH3:24])=[N+:25]([CH3:26])[CH3:27])[c:28]2[cH:29][cH:30][cH:31][cH:32][c:33]2[n:34][n:35]1>>[F:1][c:2]1[cH:3][cH:4][c:5]2[cH:6][cH:7][nH:8][c:9]2[c:10]1[C:11](=[O:13])[N:54]([CH2:53][c:52]1[cH:51][cH:50][c:49]([C:45]([CH3:46])([CH3:47])[CH3:48])[cH:66][cH:65]1)[CH2:55][CH2:56][c:57]1[cH:58][c:59]([F:64])[cH:60][c:61]([F:63])[cH:62]1. Reactants: S(=O)(O)[O-].[Na+] (sodium hydrogen sulphite), C(C(C)(C)C)S(=O)(=O)C1=CC=C(C=C1)Cl (4-(neopentylsul-phonyl)-chlorobenzene). The solvent is CN1C(CCC1)=O (N-methylpyrrolidone). Conditions: temperature 100 celsius. Yields the product C(C(C)(C)C)S(=O)(=O)C1=CC=C(C=C1)S (4-(neopentylsulphonyl)-thiophenol). Yield: 96.0%. As a reaction SMILES: [S:1]([O-])(O)=O.[Na+].[CH2:6]([S:11]([C:14]1[CH:19]=[CH:18][C:17](Cl)=[CH:16][CH:15]=1)(=[O:13])=[O:12])[C:7]([CH3:10])([CH3:9])[CH3:8]>CN1CCCC1=O>[CH2:6]([S:11]([C:14]1[CH:19]=[CH:18][C:17]([SH:1])=[CH:16][CH:15]=1)(=[O:13])=[O:12])[C:7]([CH3:10])([CH3:9])[CH3:8] |f:0.1|. Reported procedure: 14.4 g (0.194 mol) of sodium hydrogen sulphite (NaSH·H2O) in 120 ml of N-methylpyrrolidone are introduced and the water is removed at 160° C. with nitrogen. The mixture is cooled to 100° C., 20 g (0.081 mol) of 4-(neopentylsul-phonyl)-chlorobenzene are added, and the mixture is further reacted at 125° C. for 5 hours and the solvent is distilled off under reduced pressure. The residue is dissolved in 150 ml of water and acidified at 10°-20° C. with half-concentrated hydrochloric acid. The mixture...